Dataset: the Open Reaction Database (ORD), a public repository of structured organic reaction records. Task: describe an organic reaction: reactants, conditions, products, and yield Reactants: ClCCl, O=[Cr](=O)([O-])Cl, OCc1cc2sccc2s1, c1cc[nH+]cc1. Yields the product O=Cc1cc2sccc2s1. Reaction SMILES: [CH2:22]([Cl:23])[Cl:24].[O:11]=[Cr:12]([Cl:13])([O-:14])=[O:15].[OH:1][CH2:2][c:3]1[cH:4][c:5]2[c:6]([s:7]1)[cH:8][cH:9][s:10]2.[nH+:16]1[cH:17][cH:18][cH:19][cH:20][cH:21]1>>[O:1]=[CH:2][c:3]1[cH:4][c:5]2[c:6]([s:7]1)[cH:8][cH:9][s:10]2.